This data is from the Open Reaction Database (ORD), a public repository of structured organic reaction records. The task is: describe an organic reaction: reactants, conditions, products, and yield Reactants: [Br-].COC=1C=C(C=C2C(CC(C12)(C)C)(C)C)C(C)[P+](C1=CC=CC=C1)(C1=CC=CC=C1)C1=CC=CC=C1 ([1-(7-methoxy-1,1,3,3-tetramethyl-5-indanyl)ethyl]-triphenylphosphonium bromide), C(C)OC(=O)C1=CC=C(C=O)C=C1 (4-ethoxycarbonyl-benzaldehyde). Product: C(C)OC(C1=CC=C(C=C1)\C=C(/C)\C=1C=C2C(CC(C2=C(C1)OC)(C)C)(C)C)=O (p-[(E)-2-(7-methoxy-1,1,3,3-tetramethyl-5-indanyl)-propenyl]-benzoic acid ethyl ester). RXN SMILES: [Br-].[CH3:2][O:3][C:4]1[CH:5]=[C:6]([CH:17]([P+](C2C=CC=CC=2)(C2C=CC=CC=2)C2C=CC=CC=2)[CH3:18])[CH:7]=[C:8]2[C:12]=1[C:11]([CH3:14])([CH3:13])[CH2:10][C:9]2([CH3:16])[CH3:15].[CH2:38]([O:40][C:41]([C:43]1[CH:50]=[CH:49][C:46]([CH:47]=O)=[CH:45][CH:44]=1)=[O:42])[CH3:39]>>[CH2:38]([O:40][C:41](=[O:42])[C:43]1[CH:50]=[CH:49][C:46](/[CH:47]=[C:17](/[C:6]2[CH:7]=[C:8]3[C:12](=[C:4]([O:3][CH3:2])[CH:5]=2)[C:11]([CH3:14])([CH3:13])[CH2:10][C:9]3([CH3:15])[CH3:16])\[CH3:18])=[CH:45][CH:44]=1)[CH3:39] |f:0.1|. Procedure details: In a manner analogous to that described in Example 1, from [1-(7-methoxy-1,1,3,3-tetramethyl-5-indanyl)ethyl]-triphenylphosphonium bromide and 4-ethoxycarbonyl-benzaldehyde there can be obtained p-[(E)-2-(7-methoxy-1,1,3,3-tetramethyl-5-indanyl)-propenyl]-benzoic acid ethyl ester of melting point 72°-73° C. The reactants are CN1CCC(CC1)O (1-methyl-4-piperidinol), [H-].[Na+] (sodium hydride), ClC1N(C(C2=CC=CC=C12)=O)C1=NC2=NC(=CC=C2C=C1)Cl (3-chloro-2-(7-chloro-1,8-naphthyridin-2-yl)-1-isoindolinone). Yields the product ClC1=CC=C2C=CC(=NC2=N1)N1C(C2=CC=CC=C2C1OC1CCN(CC1)C)=O (2-(7-chloro-1,8-naphthyridin-2-yl)-3-(1-methyl-4-piperidyloxy)-1-isoindolinone). The yield is 19.7%. RXN SMILES: [CH3:1][N:2]1[CH2:7][CH2:6][CH:5]([OH:8])[CH2:4][CH2:3]1.[H-].[Na+].Cl[CH:12]1[C:20]2[C:15](=[CH:16][CH:17]=[CH:18][CH:19]=2)[C:14](=[O:21])[N:13]1[C:22]1[CH:31]=[CH:30][C:29]2[C:24](=[N:25][C:26]([Cl:32])=[CH:27][CH:28]=2)[N:23]=1>>[Cl:32][C:26]1[N:25]=[C:24]2[C:29]([CH:30]=[CH:31][C:22]([N:13]3[CH:12]([O:8][CH:5]4[CH2:6][CH2:7][N:2]([CH3:1])[CH2:3][CH2:4]4)[C:20]4[C:15](=[CH:16][CH:17]=[CH:18][CH:19]=4)[C:14]3=[O:21])=[N:23]2)=[CH:28][CH:27]=1 |f:1.2|. Reported procedure: Working in a manner similar to that described in Example 6, but starting with 1-methyl-4-piperidinol (4.3 g), sodium hydride (0.9 g) and 3-chloro-2-(7-chloro-1,8-naphthyridin-2-yl)-1-isoindolinone (12.4 g), and heating the reaction mixture for 90 minutes under reflux, 2-(7-chloro-1,8-naphthyridin-2-yl)-3-(1-methyl-4-piperidyloxy)-1-isoindolinone (3 g), m.p. 204° C., is obtained after recrystallization in ethanol. Starting materials: FC(C(=O)O)(C(C(C(C(C(C(F)(F)F)(F)F)(F)F)(F)F)(F)F)(F)F)F (Perfluorooctanoic acid), Br (hydrobromic acid), FF (fluorine). Solvent: 113. Yields the product FC(C(C(C(C(C(C(F)(F)F)(F)F)(F)F)(F)F)(F)F)(F)F)(F)Br (perfluoroheptyl bromide). Yield: 35.6%. As a reaction SMILES: [F:1][C:2]([F:25])([C:6]([F:24])([F:23])[C:7]([F:22])([F:21])[C:8]([F:20])([F:19])[C:9]([F:18])([F:17])[C:10]([F:16])([F:15])[C:11]([F:14])([F:13])[F:12])C(O)=O.[BrH:26].FF>>[F:1][C:2]([Br:26])([F:25])[C:6]([F:24])([F:23])[C:7]([F:22])([F:21])[C:8]([F:20])([F:19])[C:9]([F:18])([F:17])[C:10]([F:16])([F:15])[C:11]([F:14])([F:13])[F:12]. Procedure: Perfluorooctanoic acid 18.6 g (0.045 mole), 48% hydrobromic acid 9.1 g (0.054 mole) and Freon 113 (400 ml) were mixed and treated with fluorine. The solution immediately turned to dark red. When the dark red color disappeared, fluorine was terminated and the reaction mixture was poured into dilute hydrochloric acid solution. The lower phase was separated and dried over magnesium sulfate. After removing the solvent, 7.2 g (36% yield) of perfluoroheptyl bromide was obtained. Yields the product CN1C2=C(C=3C=CC=CC13)C(NC=C2)=O (2,5-Dihydro-5-methyl-1H-pyrido[4,3-b]indol-1-one). Isolated yield 95.0%. RXN SMILES: [CH3:1][N:2]1[C:10]2[CH:9]=[CH:8][CH:7]=[CH:6][C:5]=2[C:4]2[C:11](=[O:15])[NH:12][CH2:13][CH2:14][C:3]1=2>[Pd]=O>[CH3:1][N:2]1[C:10]2[CH:9]=[CH:8][CH:7]=[CH:6][C:5]=2[C:4]2[C:11](=[O:15])[NH:12][CH:13]=[CH:14][C:3]1=2. Reported procedure: A mixture of 2,3,4,5-tetrahydro-5-methyl-1H-pyrido[4,3-b]indol-1-one (500 mg) and 10% palladium oxide on carbon catalyst (50% aqueous paste; 250 mg) was heated at 320° for 10 min. The cooled solid was triturated with ethanol (ca. 100 ml), filtered and the resulting filtrate was evaporated to give the title compound (470 mg), m.p. 242.5°. The reactants are CN1C2=C(C=3C=CC=CC13)C(NCC2)=O (2,3,4,5-tetrahydro-5-methyl-1H-pyrido[4,3-b]indol-1-one). The reagents and catalysts are [Pd]=O (palladium oxide). Starting materials: 135, N(C1=CC=CC=C1)C1=C(C(=O)O)C=C(C(=C1)C(=O)O)NC1=CC=CC=C1 (2,5-dianilinoterephthalic acid), ClC=1C=C(NC2=C(C(=O)O)C=C(C(=C2)C(=O)O)NC2=CC(=CC=C2)Cl)C=CC1 (2,5-di(3-chloroanilino)terephthalic acid), N(C1=CC=CC=C1)C1=C(C(=O)O)C=C(C(=C1)C(=O)O)NC1=CC=CC=C1 (2,5-dianilinoterephthalic acid). Product: C1=CC=C2C(=C1)C(=O)C3=CC4=C(C=C3N2)C(=O)C5=CC=CC=C5N4 (quinacridone). As a reaction SMILES: [NH:1]([C:8]1[CH:16]=[C:15]([C:17](O)=[O:18])[C:14]([NH:20][C:21]2[CH:26]=[CH:25][CH:24]=[CH:23][CH:22]=2)=[CH:13][C:9]=1[C:10](O)=[O:11])[C:2]1[CH:7]=[CH:6][CH:5]=[CH:4][CH:3]=1.ClC1C=C(C=CC=1)NC1C=C(C(O)=O)C(NC2C=CC=C(Cl)C=2)=CC=1C(O)=O>>[CH:24]1[CH:25]=[C:26]2[C:17]([C:15]3[C:14]([NH:20][C:21]2=[CH:22][CH:23]=1)=[CH:13][C:9]1[C:10]([C:7]2[C:2]([NH:1][C:8]=1[CH:16]=3)=[CH:3][CH:4]=[CH:5][CH:6]=2)=[O:11])=[O:18]. Procedure details: Repeating the above example but using exclusively 150 parts of 2,5-dianilinoterephthalic acid instead of a mixture of 135 parts of 2,5-dianilinoterephthalic acid and 15 parts of 2,5-di(3-chloroanilino)terephthalic acid gives quinacridone which is in the β phase.